From a dataset of the Open Reaction Database (ORD), a public repository of structured organic reaction records. describe an organic reaction: reactants, conditions, products, and yield The reactants are NN1C(=NN=C(C1=O)C(C)(C)C)SC (4-amino-6-t-butyl-3-methylthio-1,2,4-triazin-5-one), C(C)S (ethyl mercaptan), crushed solid, [OH-].[K+] (KOH), methyl and ethyl mercaptans. Run at temperature 10 celsius. Product: final product, NN1C(=NN=C(C1=O)C(C)(C)C)SCC (4-amino-6-t-butyl-3-ethylthio-1,2,4-triazin-5-one). Reaction SMILES: [NH2:1][N:2]1[C:7](=[O:8])[C:6]([C:9]([CH3:12])([CH3:11])[CH3:10])=[N:5][N:4]=[C:3]1[S:13][CH3:14].[CH2:15](S)C.[OH-].[K+]>>[NH2:1][N:2]1[C:7](=[O:8])[C:6]([C:9]([CH3:11])([CH3:10])[CH3:12])=[N:5][N:4]=[C:3]1[S:13][CH2:14][CH3:15] |f:2.3|. Procedure details: A mixture of 230 g (1 mole of 93% active ingredient) of 4-amino-6-t-butyl-3-methylthio-1,2,4-triazin-5-one and 310 g (5 moles) of ethyl mercaptan and 0.5 g of crushed solid KOH was stirred and refluxed onto a 10° C. condenser. The vapors which pass through the condenser (methyl and ethyl mercaptans) were collected in a dry ice or caustic trap. The reaction was continued until thin layer chromotography indicated that the starting material was gone (usually 2-8 hours). The unreacted ethyl mercapta...